Dataset: the Open Reaction Database (ORD), a public repository of structured organic reaction records. Task: describe an organic reaction: reactants, conditions, products, and yield Starting materials: CCC(=O)Nc1cccc(-c2ccc3nnc(C)n3n2)c1, CI, CN(C)C=O, [H-], [Na+]. Yields the product CCC(=O)N(C)c1cccc(-c2ccc3nnc(C)n3n2)c1. Reaction SMILES: [CH3:1][c:2]1[n:3][n:4][c:5]2[n:6]1[n:7][c:8](-[c:11]1[cH:12][c:13]([NH:17][C:18]([CH2:19][CH3:20])=[O:21])[cH:14][cH:15][cH:16]1)[cH:9][cH:10]2.[CH3:24][I:25].[CH3:26][N:27]([CH3:28])[CH:29]=[O:30].[H-:22].[Na+:23]>>[CH3:1][c:2]1[n:3][n:4][c:5]2[n:6]1[n:7][c:8](-[c:11]1[cH:12][c:13]([N:17]([C:18]([CH2:19][CH3:20])=[O:21])[CH3:24])[cH:14][cH:15][cH:16]1)[cH:9][cH:10]2. The reactants are CN(CCOC(=O)C=1C=C(CN2CN(C3(C2=O)CCN(CC3)C(=O)OC(C)(C)C)C3=CC=CC=C3)C=CC1)C (tert-butyl 3-(3-((2-(dimethylamino)ethoxy)carbonyl)benzyl)-4-oxo-1-phenyl-1,3,8-triazaspiro[4.5]decane-8-carboxylate), solution, Cl (HCl). Product: O=C1N(CN(C12CCNCC2)C2=CC=CC=C2)CC=2C=C(C(=O)OCCN(C)C)C=CC2 (2-(dimethylamino)ethyl 3-((4-oxo-1-phenyl-1,3,8-triazaspiro[4.5]decan-3-yl)methyl)benzoate), hydrochloride salt. Reaction conditions: time 90 minute. The solvent is O1CCOCC1 (dioxane). Procedure details: To tert-butyl 3-(3-((2-(dimethylamino)ethoxy)carbonyl)benzyl)-4-oxo-1-phenyl-1,3,8-triazaspiro[4.5]decane-8-carboxylate (0.17 g, 0.32 mmol) was added 4M solution of HCl in dioxane (3 mL). After stirring at room temperature for 90 minutes, the reaction mixture was concentrated in vacuo to obtain 2-(dimethylamino)ethyl 3-((4-oxo-1-phenyl-1,3,8-triazaspiro[4.5]decan-3-yl)methyl)benzoate as a hydrochloride salt. Reaction SMILES: [CH3:1][N:2]([CH3:39])[CH2:3][CH2:4][O:5][C:6]([C:8]1[CH:9]=[C:10]([CH:36]=[CH:37][CH:38]=1)[CH2:11][N:12]1[C:16](=[O:17])[C:15]2([CH2:22][CH2:21][N:20](C(OC(C)(C)C)=O)[CH2:19][CH2:18]2)[N:14]([C:30]2[CH:35]=[CH:34][CH:33]=[CH:32][CH:31]=2)[CH2:13]1)=[O:7].Cl>O1CCOCC1>[O:17]=[C:16]1[C:15]2([CH2:18][CH2:19][NH:20][CH2:21][CH2:22]2)[N:14]([C:30]2[CH:31]=[CH:32][CH:33]=[CH:34][CH:35]=2)[CH2:13][N:12]1[CH2:11][C:10]1[CH:9]=[C:8]([CH:38]=[CH:37][CH:36]=1)[C:6]([O:5][CH2:4][CH2:3][N:2]([CH3:39])[CH3:1])=[O:7]. Starting materials: NC1=C(C(=NC=2N1N=CC2C=2C=NC1=CC=CC=C1C2)C2CCN(CC2)CC(=O)O)Br (2-(4-(7-amino-6-bromo-3-(quinolin-3-yl)pyrazolo[1,5-a]pyrimidin-5-yl)piperidin-1-yl)acetic acid), C[Si](CCOCN(C1=CC(=NC=2N1N=CC2C=2C=NC1=CC=CC=C1C2)C2CC(CC2)CC#N)COCC[Si](C)(C)C)(C)C (2-(3-(7-(bis((2-(trimethylsilyl)ethoxy)methyl)amino)-3-(quinolin-3-yl)pyrazolo[1,5-a]pyrimidin-5-yl)cyclopentyl)acetonitrile), NC1=CC(=NC=2N1N=CC2C=2C=NC1=CC=CC=C1C2)C2CCN(CC2)CC(=O)OC(C)(C)C (tert-butyl 2-(4-(7-amino-3-(quinolin-3-yl)pyrazolo[1,5-a]pyrimidin-5-yl)piperidin-1-yl)acetate). The product is NC1=C(C(=NC=2N1N=CC2C=2C=NC1=CC=CC=C1C2)C2CC(CC2)CC#N)Br (2-(3-(7-amino-6-bromo-3-(quinolin-3-yl)pyrazolo[1,5-a]pyrimidin-5-yl)cyclopentyl)acetonitrile). As a reaction SMILES: [NH2:1][C:2]1[N:7]2[N:8]=[CH:9][C:10]([C:11]3[CH:12]=[N:13][C:14]4[C:19]([CH:20]=3)=[CH:18][CH:17]=[CH:16][CH:15]=4)=[C:6]2[N:5]=[C:4]([CH:21]2[CH2:26][CH2:25]N(CC(O)=O)[CH2:23][CH2:22]2)[C:3]=1[Br:31].C[Si](C)(C)CCOC[N:38](COCC[Si](C)(C)C)[C:39]1N2N=CC(C3C=NC4C(C=3)=CC=CC=4)=C2N=C(C2CCC(CC#N)C2)[CH:40]=1.NC1N2N=CC(C3C=NC4C(C=3)=CC=CC=4)=C2N=C(C2CCN(CC(OC(C)(C)C)=O)CC2)C=1>>[NH2:1][C:2]1[N:7]2[N:8]=[CH:9][C:10]([C:11]3[CH:12]=[N:13][C:14]4[C:19]([CH:20]=3)=[CH:18][CH:17]=[CH:16][CH:15]=4)=[C:6]2[N:5]=[C:4]([CH:21]2[CH2:26][CH2:25][CH:23]([CH2:40][C:39]#[N:38])[CH2:22]2)[C:3]=1[Br:31]. Reported procedure: 2-(3-(7-amino-6-bromo-3-(quinolin-3-yl)pyrazolo[1,5-a]pyrimidin-5-yl)cyclopentyl)acetonitrile was synthesized in a manner similar to the synthesis of 2-(4-(7-amino-6-bromo-3-(quinolin-3-yl)pyrazolo[1,5-a]pyrimidin-5-yl)piperidin-1-yl)acetic acid, but with 2-(3-(7-(bis((2-(trimethylsilyl)ethoxy)methyl)amino)-3-(quinolin-3-yl)pyrazolo[1,5-a]pyrimidin-5-yl)cyclopentyl)acetonitrile substituted for tert-butyl 2-(4-(7-amino-3-(quinolin-3-yl)pyrazolo[1,5-a]pyrimidin-5-yl)piperidin-1-yl)acetate. The rea... Starting materials: O=C1CCC(=O)N1Br, Cn1cc(-c2cnc3c(ccn3S(=O)(=O)c3ccccc3)c2)cn1, C1CCOC1. Yields the product Cn1cc(-c2cnc3c(c2)c(Br)cn3S(=O)(=O)c2ccccc2)cn1. As a reaction SMILES: [Br:25][N:26]1[C:27](=[O:28])[CH2:29][CH2:30][C:31]1=[O:32].[CH3:1][n:2]1[n:3][cH:4][c:5](-[c:7]2[cH:8][c:9]3[c:10]([n:11][cH:12]2)[n:13]([S:16](=[O:17])(=[O:18])[c:19]2[cH:20][cH:21][cH:22][cH:23][cH:24]2)[cH:14][cH:15]3)[cH:6]1.[O:33]1[CH2:34][CH2:35][CH2:36][CH2:37]1>>[CH3:1][n:2]1[n:3][cH:4][c:5](-[c:7]2[cH:8][c:9]3[c:10]([n:11][cH:12]2)[n:13]([S:16](=[O:17])(=[O:18])[c:19]2[cH:20][cH:21][cH:22][cH:23][cH:24]2)[cH:14][c:15]3[Br:25])[cH:6]1. Reactants: [Al+3], O=C([O-])O, COc1ccc2c(c1)CCNC2, CSC, [Cl-], [Cl-], [Cl-], ClCCl, Cl, [Na+], O. The product is Cl, Oc1ccc2c(c1)CCNC2. RXN SMILES: [Al+3:14].[C:18](=[O:19])([OH:20])[O-:21].[CH3:1][O:2][c:3]1[cH:4][c:5]2[c:10]([cH:11][cH:12]1)[CH2:9][NH:8][CH2:7][CH2:6]2.[CH3:23][S:24][CH3:25].[Cl-:13].[Cl-:15].[Cl-:16].[Cl:27][CH2:28][Cl:29].[ClH:17].[Na+:22].[OH2:26]>>[ClH:13].[OH:2][c:3]1[cH:4][c:5]2[c:10]([cH:11][cH:12]1)[CH2:9][NH:8][CH2:7][CH2:6]2. Reaction SMILES: [CH3:20][OH:21].[Cl:1][CH2:2][c:3]1[n:4][c:5]2[c:6]([nH:7]1)[cH:8][cH:9][c:10]([C:12](=[O:13])[OH:14])[cH:11]2.[S:15](=[O:16])(=[O:17])([OH:18])[OH:19]>>[Cl:1][CH2:2][c:3]1[n:4][c:5]2[c:6]([nH:7]1)[cH:8][cH:9][c:10]([C:12](=[O:13])[O:14][CH3:20])[cH:11]2. The product is COC(=O)c1ccc2[nH]c(CCl)nc2c1. The reactants are CO, O=C(O)c1ccc2[nH]c(CCl)nc2c1, O=S(=O)(O)O. Reactants: ClCCl, C=CC(c1cc(F)cc(Br)c1O)C(F)(F)F, Fc1ccc(OCC=CC(F)(F)F)c(Br)c1, O=[O+][O-], c1ccc(P(c2ccccc2)c2ccccc2)cc1. The product is OC1Oc2c(Br)cc(F)cc2C1C(F)(F)F. RXN SMILES: [Cl:55][CH2:56][Cl:57].[F:17][C:18]([CH:19]([CH:20]=[CH2:21])[c:22]1[c:23]([OH:30])[c:24]([Br:29])[cH:25][c:26]([F:28])[cH:27]1)([F:31])[F:32].[F:1][C:2]([F:3])([F:4])[CH:5]=[CH:7][CH2:8][O:6][c:9]1[cH:10][cH:11][c:12]([F:13])[cH:14][c:15]1[Br:16].[O-:33][O+:34]=[O:35].[c:36]1([P:37]([c:38]2[cH:39][cH:40][cH:41][cH:42][cH:43]2)[c:44]2[cH:45][cH:46][cH:47][cH:48][cH:49]2)[cH:50][cH:51][cH:52][cH:53][cH:54]1>>[OH:6][CH:20]1[CH:19]([C:18]([F:17])([F:31])[F:32])[c:22]2[c:23]([c:24]([Br:29])[cH:25][c:26]([F:28])[cH:27]2)[O:30]1.